Dataset: the Open Reaction Database (ORD), a public repository of structured organic reaction records. Task: describe an organic reaction: reactants, conditions, products, and yield Starting materials: SCCNC(=O)NC (N-[2-mercaptoethyl]-N'-methylurea), CNCC1=CC=C(O1)CO (5-(methylamino)methyl-2-furanmethanol), C(C)(=O)OCC (ethyl acetate), C([O-])([O-])=O.[Na+].[Na+] (sodium carbonate). The solvent is Cl (hydrochloric acid), O (water). Reaction conditions: time 24 hour. Yields the product CNCC1=CC=C(O1)CSCCNC(=O)NC (N-[2-[[[5-(Methylamino)methyl-2-furanyl]methyl]thio]ethyl]-N'-methylurea). The yield is 11.5%. As a reaction SMILES: [SH:1][CH2:2][CH2:3][NH:4][C:5]([NH:7][CH3:8])=[O:6].[CH3:9][NH:10][CH2:11][C:12]1[O:16][C:15]([CH2:17]O)=[CH:14][CH:13]=1.C(OCC)(=O)C.C(=O)([O-])[O-].[Na+].[Na+]>Cl.O>[CH3:9][NH:10][CH2:11][C:12]1[O:16][C:15]([CH2:17][S:1][CH2:2][CH2:3][NH:4][C:5]([NH:7][CH3:8])=[O:6])=[CH:14][CH:13]=1 |f:3.4.5|. Reported procedure: To a stirred solution of N-[2-mercaptoethyl]-N'-methylurea (2.0 g) in concentrated hydrochloric acid at 0° was added dropwise a solution of 5-(methylamino)methyl-2-furanmethanol (2.0 g) in water (3 ml). After 24 hr, ethyl acetate (100 ml) and excess anhydrous sodium carbonate were added. The suspension was filtered, the filtrate evaporated to dryness and the oily residue column chromatographed (silica/methanol:0.88 ammonia 79:1). The relevant eluate was evaporated to dryness to give an oil ident... Reactants: 17.5, COC1=CC=C(C=C1)N1CCN(CC1)C1=CC=C(C=C1)N1C(NN=C1)=O (2,4-dihydro-4-[4-[4-(4-methoxyphenyl)-1-piperazinyl]-phenyl]-3H-1,2,4-triazol-3-one), C1=C(C=CC2=CC=CC=C12)S(=O)(=O)OCC(F)(F)F (2,2,2-trifluoroethyl 2-naphthalenesulfonate), C([O-])([O-])=O.[K+].[K+] (potassium carbonate), CN(C=O)C (N,N-dimethylformamide). Run in O (water). Yields the product COC1=CC=C(C=C1)N1CCN(CC1)C1=CC=C(C=C1)N1C(N(N=C1)CC(F)(F)F)=O (2,4-dihydro-4-[4-[4-(4-methoxyphenyl)-1-piperazinyl]phenyl]-2-(2,2,2-trifluoroethyl)-3H-1,2,4-triazol-3-one). Isolated yield 42.4%. RXN SMILES: [CH3:1][O:2][C:3]1[CH:8]=[CH:7][C:6]([N:9]2[CH2:14][CH2:13][N:12]([C:15]3[CH:20]=[CH:19][C:18]([N:21]4[CH:25]=[N:24][NH:23][C:22]4=[O:26])=[CH:17][CH:16]=3)[CH2:11][CH2:10]2)=[CH:5][CH:4]=1.C1C2C(=CC=CC=2)C=CC=1S(O[CH2:41][C:42]([F:45])([F:44])[F:43])(=O)=O.C(=O)([O-])[O-].[K+].[K+].CN(C)C=O>O>[CH3:1][O:2][C:3]1[CH:8]=[CH:7][C:6]([N:9]2[CH2:10][CH2:11][N:12]([C:15]3[CH:20]=[CH:19][C:18]([N:21]4[CH:25]=[N:24][N:23]([CH2:41][C:42]([F:45])([F:44])[F:43])[C:22]4=[O:26])=[CH:17][CH:16]=3)[CH2:13][CH2:14]2)=[CH:5][CH:4]=1 |f:2.3.4|. Procedure details: A mixture of 17.5 parts of 2,4-dihydro-4-[4-[4-(4-methoxyphenyl)-1-piperazinyl]-phenyl]-3H-1,2,4-triazol-3-one prepared as described in example XVII of U.S. Pat. No. 4,267,179, 19.5 parts of 2,2,2-trifluoroethyl 2-naphthalenesulfonate, 10.0 parts of potassium carbonate and 135 parts of N,N-dimethylformamide was stirred overnight at 145° C. After cooling, water was added. The crystallized product was filtered off under pressure and dissolved in dichloromethane. The organic layer was dried, filter...